Dataset: the Open Reaction Database (ORD), a public repository of structured organic reaction records. Task: describe an organic reaction: reactants, conditions, products, and yield Starting materials: COC(=O)CC(C(=O)OC(C)(C)C)=C(O)C(=O)N(CC=Cc1ccccc1)C(C)C(Cc1ccc(C(=O)Nc2ccccc2)o1)C(=O)OC(C)(C)C, Cl, [Na+], C1CCOC1, [OH-], O. Product: CC(C(Cc1ccc(C(=O)Nc2ccccc2)o1)C(=O)OC(C)(C)C)N(CC=Cc1ccccc1)C(=O)C(O)=C(CC(=O)O)C(=O)OC(C)(C)C. RXN SMILES: [C:1]([CH3:2])([CH3:3])([CH3:4])[O:5][C:6](=[O:7])[C:8]([CH2:9][C:10](=[O:11])[O:12][CH3:13])=[C:14]([OH:15])[C:16]([N:17]([CH2:18][CH:19]=[CH:20][c:21]1[cH:22][cH:23][cH:24][cH:25][cH:26]1)[CH:27]([CH:28]([CH2:29][c:30]1[o:31][c:32]([C:35]([NH:36][c:37]2[cH:38][cH:39][cH:40][cH:41][cH:42]2)=[O:43])[cH:33][cH:34]1)[C:44](=[O:45])[O:46][C:47]([CH3:48])([CH3:49])[CH3:50])[CH3:51])=[O:52].[ClH:55].[Na+:54].[O:56]1[CH2:57][CH2:58][CH2:59][CH2:60]1.[OH-:53].[OH2:61]>>[C:1]([CH3:2])([CH3:3])([CH3:4])[O:5][C:6](=[O:7])[C:8]([CH2:9][C:10](=[O:11])[OH:12])=[C:14]([OH:15])[C:16]([N:17]([CH2:18][CH:19]=[CH:20][c:21]1[cH:22][cH:23][cH:24][cH:25][cH:26]1)[CH:27]([CH:28]([CH2:29][c:30]1[o:31][c:32]([C:35]([NH:36][c:37]2[cH:38][cH:39][cH:40][cH:41][cH:42]2)=[O:43])[cH:33][cH:34]1)[C:44](=[O:45])[O:46][C:47]([CH3:48])([CH3:49])[CH3:50])[CH3:51])=[O:52]. The reactants are Br, Cc1n[nH]c(N)c1-c1nc2ccc(CO)cc2s1, [Na+], [OH-], O, O=S(=O)(O)O. Yields the product Cc1n[nH]c(N)c1-c1nc2ccc(CBr)cc2s1. RXN SMILES: [BrH:6].[NH2:7][c:8]1[c:9](-[c:14]2[s:15][c:16]3[c:17]([n:18]2)[cH:19][cH:20][c:21]([CH2:23][OH:24])[cH:22]3)[c:10]([CH3:13])[n:11][nH:12]1.[Na+:26].[OH-:25].[OH2:27].[S:1](=[O:2])(=[O:3])([OH:4])[OH:5]>>[Br:6][CH2:23][c:21]1[cH:20][cH:19][c:17]2[c:16]([s:15][c:14](-[c:9]3[c:8]([NH2:7])[nH:12][n:11][c:10]3[CH3:13])[n:18]2)[cH:22]1.